Dataset: the Open Reaction Database (ORD), a public repository of structured organic reaction records. Task: describe an organic reaction: reactants, conditions, products, and yield Reactants: COC(C1=CC(=CC(=C1)N1N=NN=C1C(C)C)C1=NC=C(C=C1)Cl)=O (3-(5-Chloro-pyridin-2-yl)-5-(5-isopropyl-tetrazol-1-yl)-benzoic acid methyl ester), [Li+].[OH-] (LiOH), Cl (HCl). Run in CO (MeOH), O (water), C1CCOC1 (THF). Reaction conditions: time 18 hour. The product is ClC=1C=CC(=NC1)C=1C=C(C(=O)O)C=C(C1)N1N=NN=C1C(C)C (3-(5-chloro-pyridin-2-yl)-5-(5-isopropyl-tetrazol-1-yl)-benzoic acid). Yield: 96.2%. Reaction SMILES: C[O:2][C:3](=[O:25])[C:4]1[CH:9]=[C:8]([N:10]2[C:14]([CH:15]([CH3:17])[CH3:16])=[N:13][N:12]=[N:11]2)[CH:7]=[C:6]([C:18]2[CH:23]=[CH:22][C:21]([Cl:24])=[CH:20][N:19]=2)[CH:5]=1.[Li+].[OH-].Cl>CO.O.C1COCC1>[Cl:24][C:21]1[CH:22]=[CH:23][C:18]([C:6]2[CH:5]=[C:4]([CH:9]=[C:8]([N:10]3[C:14]([CH:15]([CH3:17])[CH3:16])=[N:13][N:12]=[N:11]3)[CH:7]=2)[C:3]([OH:25])=[O:2])=[N:19][CH:20]=1 |f:1.2|. Procedure: 3-(5-Chloro-pyridin-2-yl)-5-(5-isopropyl-tetrazol-1-yl)-benzoic acid methyl ester (1.84 g, 5.14 mmol) was dissolved in a mixture of MeOH (15 mL), water (2 mL) and THF (2 mL), and LiOH 308 mg, 12.86 mmol) was added. The reaction mixture was stirred at room temperature for 18 hours, made pH neutral by addition of 1N HCl, and then extracted with EtOAc. The combined organic layers were dried (MgSO4), filtered and concentrated under reduced pressure to give 1.70 g of 3-(5-chloro-pyridin-2-yl)-5-(5-is...